The task is: describe an organic reaction: reactants, conditions, products, and yield. This data is from the Open Reaction Database (ORD), a public repository of structured organic reaction records. Reactants: CCO, Cl, N#Cc1cnc2c(c1)N(S(=O)(=O)c1ccc(C(F)(F)F)cc1)CCO2, NO, [Na+], [Na+], O=C([O-])[O-], O. The product is N=C(NO)c1cnc2c(c1)N(S(=O)(=O)c1ccc(C(F)(F)F)cc1)CCO2. As a reaction SMILES: [CH3:35][CH2:36][OH:37].[ClH:26].[F:1][C:2]([c:3]1[cH:4][cH:5][c:6]([S:9](=[O:10])(=[O:11])[N:12]2[c:13]3[c:14]([n:18][cH:19][c:20]([C:22]#[N:23])[cH:21]3)[O:15][CH2:16][CH2:17]2)[cH:7][cH:8]1)([F:24])[F:25].[NH2:27][OH:28].[Na+:29].[Na+:30].[O-:31][C:32](=[O:33])[O-:34].[OH2:38]>>[F:1][C:2]([c:3]1[cH:4][cH:5][c:6]([S:9](=[O:10])(=[O:11])[N:12]2[c:13]3[c:14]([n:18][cH:19][c:20]([C:22](=[NH:23])[NH:27][OH:28])[cH:21]3)[O:15][CH2:16][CH2:17]2)[cH:7][cH:8]1)([F:24])[F:25]. The reactants are CC(C)(C)OC(=O)N1CCN(C(=O)C=Cc2ccc(Sc3ccc(Cl)cc3Cl)c([N+](=O)[O-])c2)CC1, O=C(O)C(F)(F)F. Yields the product O=C(C=Cc1ccc(Sc2ccc(Cl)cc2Cl)c([N+](=O)[O-])c1)N1CCNCC1. As a reaction SMILES: [Cl:1][c:2]1[c:3]([S:9][c:10]2[c:11]([N+:33](=[O:34])[O-:35])[cH:12][c:13]([CH:16]=[CH:17][C:18](=[O:19])[N:20]3[CH2:21][CH2:22][N:23]([C:26]([O:27][C:28]([CH3:29])([CH3:30])[CH3:31])=[O:32])[CH2:24][CH2:25]3)[cH:14][cH:15]2)[cH:4][cH:5][c:6]([Cl:8])[cH:7]1.[OH:36][C:37]([C:38]([F:39])([F:40])[F:41])=[O:42]>>[Cl:1][c:2]1[c:3]([S:9][c:10]2[c:11]([N+:33](=[O:34])[O-:35])[cH:12][c:13]([CH:16]=[CH:17][C:18](=[O:19])[N:20]3[CH2:21][CH2:22][NH:23][CH2:24][CH2:25]3)[cH:14][cH:15]2)[cH:4][cH:5][c:6]([Cl:8])[cH:7]1. Reactants: 1h, N1C=C(C2=CC=CC=C12)C(=O)OC (methyl indole-3-carboxylate), ClN1C(CCC1=O)=O (N-chlorosuccinimide), Cl.CCOCC (HCl ether), C(=O)([O-])[O-].[Na+].[Na+] (Na2CO3). Solvent: C(Cl)(Cl)Cl (chloroform). Yields the product ClC=1NC2=CC=CC=C2C1C(=O)OC (Methyl 2-chloroindole-3-carboxylate). Isolated yield 47.7%. As a reaction SMILES: [NH:1]1[C:9]2[C:4](=[CH:5][CH:6]=[CH:7][CH:8]=2)[C:3]([C:10]([O:12][CH3:13])=[O:11])=[CH:2]1.[Cl:14]N1C(=O)CCC1=O.Cl.CCOCC.C([O-])([O-])=O.[Na+].[Na+]>C(Cl)(Cl)Cl>[Cl:14][C:2]1[NH:1][C:9]2[C:4]([C:3]=1[C:10]([O:12][CH3:13])=[O:11])=[CH:5][CH:6]=[CH:7][CH:8]=2 |f:2.3,4.5.6|. Procedure details: A stirred suspension of methyl indole-3-carboxylate (6.0 g, 0.034 mole) in chloroform (200 ml) was treated with N-chlorosuccinimide (5.04 g, 0.038 mole) to afford a clear solution within 15 minutes. After 2 h at room temperature this was treated with 1M HCl/ether (34 ml, 0.034 mole) and allowed to stir for a further 1h, then treated with excess 10% Na2CO3 solution and the chloroform layer separated, dried (Na2SO4) and concentrated in vacuo. The residual yellow solid was recrystallised from chlor... Reactants: CC(C)COc1nsnc1-c1cccnc1, CC(C)=O, CI. Reaction SMILES: [CH2:3]([CH:4]([CH3:5])[CH3:6])[O:7][c:8]1[c:9](-[c:13]2[cH:14][n:15][cH:16][cH:17][cH:18]2)[n:10][s:11][n:12]1.[CH3:19][C:20](=[O:21])[CH3:22].[CH3:1][I:2]>>[CH3:1][n+:15]1[cH:14][c:13](-[c:9]2[c:8]([O:7][CH2:3][CH:4]([CH3:5])[CH3:6])[n:12][s:11][n:10]2)[cH:18][cH:17][cH:16]1.[I-:2]. The product is CC(C)COc1nsnc1-c1ccc[n+](C)c1, [I-]. Procedure details: Using the procedure from Example 1, steps F and G, the title compound was prepared from methyl 2-(2-hydroxyethyl)benzofuran-5-acetate and 3-phenyl-7-propyl-6-hydroxybenz[4,5]isoxazole as a colorless oil. Reaction SMILES: [OH:1][CH2:2][CH2:3][C:4]1[O:5][C:6]2[CH:12]=[CH:11][C:10]([CH2:13][C:14]([O:16]C)=[O:15])=[CH:9][C:7]=2[CH:8]=1.[C:18]1([C:24]2[C:28]3[CH:29]=[CH:30][C:31](O)=[C:32]([CH2:33][CH2:34][CH3:35])[C:27]=3[O:26][N:25]=2)[CH:23]=[CH:22][CH:21]=[CH:20][CH:19]=1>>[C:18]1([C:24]2[C:28]3[CH:29]=[CH:30][C:31]([O:1][CH2:2][CH2:3][C:4]4[O:5][C:6]5[CH:12]=[CH:11][C:10]([CH2:13][C:14]([OH:16])=[O:15])=[CH:9][C:7]=5[CH:8]=4)=[C:32]([CH2:33][CH2:34][CH3:35])[C:27]=3[O:26][N:25]=2)[CH:19]=[CH:20][CH:21]=[CH:22][CH:23]=1. The product is C1(=CC=CC=C1)C1=NOC2=C1C=CC(=C2CCC)OCCC=2OC1=C(C2)C=C(C=C1)CC(=O)O (2-(2-(3-Phenyl-7-propylbenz[4,5]isoxazol-6-yloxy)ethyl)benzofuran-5-acetic Acid). Reactants: OCCC=1OC2=C(C1)C=C(C=C2)CC(=O)OC (methyl 2-(2-hydroxyethyl)benzofuran-5-acetate), C1(=CC=CC=C1)C1=NOC2=C1C=CC(=C2CCC)O (3-phenyl-7-propyl-6-hydroxybenz[4,5]isoxazole). Starting materials: Cl.Cl.COC1=C(C=CC=C1)N1CCN(CC1)CC1C(C2=CC=CC=C2CC1)=O (3,4-Dihydro-2-[[4-(2-methoxyphenyl)-1-piperazinyl]methyl]-1(2H)-naphthalenone, dihydrochloride), hemihydrate. The solvent is O (water), [OH-].[Na+] (sodium hydroxide). The product is COC1=C(C=CC=C1)N1CCN(CC1)CC1C(C2=CC=CC=C2CC1)O (1,2,3,4-Tetrahydro-2-[[4-(2-methoxyphenyl)-1-piperazinyl]methyl]-1-naphthalenol). Reaction SMILES: Cl.Cl.[CH3:3][O:4][C:5]1[CH:10]=[CH:9][CH:8]=[CH:7][C:6]=1[N:11]1[CH2:16][CH2:15][N:14]([CH2:17][CH:18]2[CH2:27][CH2:26][C:25]3[C:20](=[CH:21][CH:22]=[CH:23][CH:24]=3)[C:19]2=[O:28])[CH2:13][CH2:12]1>O.[OH-].[Na+]>[CH3:3][O:4][C:5]1[CH:10]=[CH:9][CH:8]=[CH:7][C:6]=1[N:11]1[CH2:16][CH2:15][N:14]([CH2:17][CH:18]2[CH2:27][CH2:26][C:25]3[C:20](=[CH:21][CH:22]=[CH:23][CH:24]=3)[CH:19]2[OH:28])[CH2:13][CH2:12]1 |f:0.1.2,4.5|. Reported procedure: 3,4-Dihydro-2-[[4-(2-methoxyphenyl)-1-piperazinyl]methyl]-1(2H)-naphthalenone, dihydrochloride, hemihydrate (2.14 g) is dissolved in 40 ml of water and neutralized with 11.5 ml of 1N sodium hydroxide solution. The suspension is extracted with 200 ml methylene chloride and the organic extract is dried over anhydrous sodium sulfate, filtered and the solvent removed. The free base is then dissolved in 20 ml of methanol and cooled in an ice bath. While stirring, a solution of 0.5 ml of concentrated ... Starting materials: CCN(CC)C(F)(F)C(F)C(F)(F)F, ClCCl, CC1(C)OC(c2ccc(S(C)(=O)=O)cc2)C(CO)N1C(=O)C(Cl)Cl. The product is CC1(C)OC(c2ccc(S(C)(=O)=O)cc2)C(CF)N1C(=O)C(Cl)Cl. Reaction SMILES: [CH2:25]([N:26]([CH2:27][CH3:28])[C:29]([F:30])([F:32])[CH:33]([F:34])[C:35]([F:31])([F:36])[F:37])[CH3:38].[CH2:39]([Cl:40])[Cl:41].[Cl:1][CH:2]([C:3](=[O:4])[N:5]1[C:6]([CH3:22])([CH3:23])[O:7][CH:8]([c:12]2[cH:13][cH:14][c:15]([S:18](=[O:19])(=[O:20])[CH3:21])[cH:16][cH:17]2)[CH:9]1[CH2:10][OH:11])[Cl:24]>>[Cl:1][CH:2]([C:3](=[O:4])[N:5]1[C:6]([CH3:22])([CH3:23])[O:7][CH:8]([c:12]2[cH:13][cH:14][c:15]([S:18](=[O:19])(=[O:20])[CH3:21])[cH:16][cH:17]2)[CH:9]1[CH2:10][F:31])[Cl:24].